This data is from the Open Reaction Database (ORD), a public repository of structured organic reaction records. The task is: describe an organic reaction: reactants, conditions, products, and yield Starting materials: [Li+].[OH-] (LiOH), BrC1=CC(=CC=2C(=CSC21)C([C@H](CCCC)C2=CC=C(C(=O)NCCC(=O)OCC)C=C2)C2=CC=C(C=C2)Cl)F (ethyl N-(4-{(1S)-1-[(7-bromo-5-fluoro-1-benzothien-3-yl)(4-chlorophenyl)methyl]pentyl}benzoyl)-β-alaninate), CN1N=CC=C1B1OC(C)(C)C(C)(C)O1 (1-methyl-1H-pyrazole-5-boronic acid pinacol ester). Reagents/catalysts: C1=CC=C(C=C1)P([C-]2C=CC=C2)C3=CC=CC=C3.C1=CC=C(C=C1)P([C-]2C=CC=C2)C3=CC=CC=C3.Cl[Pd]Cl.[Fe+2] (PdCl2(dppf)). Run in O1CCOCC1 (Dioxane). The product is ClC1=CC=C(C=C1)C([C@H](CCCC)C1=CC=C(C(=O)NCCC(=O)O)C=C1)C1=CSC2=C1C=C(C=C2C2=CC=NN2C)F (N-[4-((1S)-1-{(4-Chlorophenyl)[5-fluoro-7-(1-methyl-1H-pyrazol-5-yl)-1-benzothien-3-yl]methyl}pentyl)benzoyl]-β-alanine). Reaction SMILES: [Li+].[OH-].Br[C:4]1[C:12]2[S:11][CH:10]=[C:9]([CH:13]([C:35]3[CH:40]=[CH:39][C:38]([Cl:41])=[CH:37][CH:36]=3)[C@@H:14]([C:19]3[CH:34]=[CH:33][C:22]([C:23]([NH:25][CH2:26][CH2:27][C:28]([O:30]CC)=[O:29])=[O:24])=[CH:21][CH:20]=3)[CH2:15][CH2:16][CH2:17][CH3:18])[C:8]=2[CH:7]=[C:6]([F:42])[CH:5]=1.[CH3:43][N:44]1[C:48](B2OC(C)(C)C(C)(C)O2)=[CH:47][CH:46]=[N:45]1>C1C=CC(P(C2C=CC=CC=2)[C-]2C=CC=C2)=CC=1.C1C=CC(P(C2C=CC=CC=2)[C-]2C=CC=C2)=CC=1.Cl[Pd]Cl.[Fe+2].O1CCOCC1>[Cl:41][C:38]1[CH:39]=[CH:40][C:35]([CH:13]([C:9]2[C:8]3[CH:7]=[C:6]([F:42])[CH:5]=[C:4]([C:48]4[N:44]([CH3:43])[N:45]=[CH:46][CH:47]=4)[C:12]=3[S:11][CH:10]=2)[C@@H:14]([C:19]2[CH:34]=[CH:33][C:22]([C:23]([NH:25][CH2:26][CH2:27][C:28]([OH:30])=[O:29])=[O:24])=[CH:21][CH:20]=2)[CH2:15][CH2:16][CH2:17][CH3:18])=[CH:36][CH:37]=1 |f:0.1,4.5.6.7|. Procedure details: Dioxane (1.4 mL) and LiOH (2.0 M in water, 0.68 mL, 1.36 mmol) were added to a mixture of ethyl N-(4-{(1S)-1-[(7-bromo-5-fluoro-1-benzothien-3-yl)(4-chlorophenyl)methyl]pentyl}benzoyl)-β-alaninate (23.0 mg, 0.036 mmol), 1-methyl-1H-pyrazole-5-boronic acid pinacol ester (11.0 mg, 0.053 mmol), and PdCl2(dppf) (0.029 g, 0.036 mmol) in a sealed microwave vial under a nitrogen atmosphere. The mixture was degassed then irradiated in a microwave reactor at 80° C. for 15 minutes. The mixture was acidifi... Reactants: O.[I-].[I-].[I-].[I-].C1=CC=CC2=[S+]C3=CC=CC=C3N=C12.C1=CC=CC2=[S+]C3=CC=CC=C3N=C12.C1=CC=CC2=[S+]C3=CC=CC=C3N=C12.C1=CC=CC2=[S+]C3=CC=CC=C3N=C12 (phenothiazine-5-ium tetraiodide hydrate), CNC (dimethylamine). The solvent is CO (methanol), CO (methanol). Conditions: time 3 hour. Yields the product [I-].[I-].[I-].CN(C=1C=CC2=NC3=CC=CC=C3[S+]=C2C1)C.CN(C)C=1C=CC2=NC3=CC=CC=C3[S+]=C2C1.CN(C)C=1C=CC2=NC3=CC=CC=C3[S+]=C2C1 (3-(Dimethylamino)phenothiazine-5-ium Triiodide). As a reaction SMILES: O.[I-:2].[I-].[I-].[I-].[CH:6]1[C:19]2[C:10](=[S+:11][C:12]3[C:17]([N:18]=2)=[CH:16][CH:15]=[CH:14][CH:13]=3)[CH:9]=[CH:8][CH:7]=1.[CH:20]1[C:33]2[C:24](=[S+:25][C:26]3[C:31]([N:32]=2)=[CH:30][CH:29]=[CH:28][CH:27]=3)[CH:23]=[CH:22][CH:21]=1.[CH:34]1[C:47]2[C:38](=[S+:39][C:40]3[C:45]([N:46]=2)=[CH:44][CH:43]=[CH:42][CH:41]=3)[CH:37]=[CH:36][CH:35]=1.C1[C:61]2C(=[S+]C3[C:59]([N:60]=2)=CC=CC=3)C=CC=1.[CH3:62][NH:63][CH3:64]>CO>[I-:2].[I-:2].[I-:2].[CH3:31][N:32]([CH3:33])[C:8]1[CH:7]=[CH:6][C:19]2[C:10]([CH:9]=1)=[S+:11][C:12]1[C:17](=[CH:16][CH:15]=[CH:14][CH:13]=1)[N:18]=2.[CH3:59][N:60]([C:36]1[CH:35]=[CH:34][C:47]2[C:38]([CH:37]=1)=[S+:39][C:40]1[C:45](=[CH:44][CH:43]=[CH:42][CH:41]=1)[N:46]=2)[CH3:61].[CH3:62][N:63]([C:22]1[CH:21]=[CH:20][C:33]2[C:24]([CH:23]=1)=[S+:25][C:26]1[C:31](=[CH:30][CH:29]=[CH:28][CH:27]=1)[N:32]=2)[CH3:64] |f:0.1.2.3.4.5.6.7.8,11.12.13.14.15.16|. Procedure: A solution of phenothiazine-5-ium tetraiodide hydrate (0.417 g, 0.57 mmol) in methanol (10 ml) was stirred at room temperature and treated dropwise with a solution of dimethylamine (1.14 mmole) in methanol (2 ml). The mixture was stirred at room temperature for 3 hrs until the starting materials was consumed, as monitored by TLC (silica, CH3OH/TEA). The precipitate was filtered and washed with small amount of methanol, afforded a black solid, 0.30 g (84%). Reactants: C([O-])([O-])=O.[Na+].[Na+] (sodium carbonate), C(C=C)C=1C=C(C=O)C=CC1N(C)CC=C (3-allyl-4-(N-allyl-N-methylamino) benzaldehyde), C1CCOC1 (THF), [Br-].[N+](=O)([O-])C1=CC=C(C[P+](C2=CC=CC=C2)(C2=CC=CC=C2)C2=CC=CC=C2)C=C1 (p-nitrobenzyl triphenylphosphonium bromide). The solvent is O (water), O (water). Reaction conditions: time 2 hour. Product: C(C=C)N(C1=C(C=C(C=C1)C=CC1=CC=C(C=C1)[N+](=O)[O-])CC=C)C (N,2-diallyl-N-methyl-4-[2-(4-nitrophenyl)ethenyl]aniline). Reaction SMILES: [CH2:1]([C:4]1[CH:5]=[C:6]([CH:9]=[CH:10][C:11]=1[N:12]([CH2:14][CH:15]=[CH2:16])[CH3:13])[CH:7]=O)[CH:2]=[CH2:3].C1COCC1.[Br-].[N+:23]([C:26]1[CH:51]=[CH:50][C:29]([CH2:30][P+](C2C=CC=CC=2)(C2C=CC=CC=2)C2C=CC=CC=2)=[CH:28][CH:27]=1)([O-:25])=[O:24].C(=O)([O-])[O-].[Na+].[Na+]>O>[CH2:14]([N:12]([CH3:13])[C:11]1[CH:10]=[CH:9][C:6]([CH:7]=[CH:30][C:29]2[CH:50]=[CH:51][C:26]([N+:23]([O-:25])=[O:24])=[CH:27][CH:28]=2)=[CH:5][C:4]=1[CH2:1][CH:2]=[CH2:3])[CH:15]=[CH2:16] |f:2.3,4.5.6|. Procedure: A mixture of 3-allyl-4-(N-allyl-N-methylamino) benzaldehyde (10. 25 g, 0. 05 mol) , THF (100 ml) , p-nitrobenzyl triphenylphosphonium bromide (27.4 g, 0.55 mol) and water (50 ml) is mixed at room temperature while 2M sodium carbonate solution (50 ml) is added over 5 minutes. The mixture is stirred mechanically for 2 hours. The mixture is diluted with water (300 ml) and extracted two times with ether (250 ml portions). The extracts are washed with water and brine, dried over magnesium sulfate and...